From a dataset of the Open Reaction Database (ORD), a public repository of structured organic reaction records. describe an organic reaction: reactants, conditions, products, and yield Starting materials: C(C(CO)(CO)N)O (Tris), CCCCCCCCCCCCOS(=O)(=O)[O-].[Na+] (SDS), CCCCCCCCCCCCOS(=O)(=O)[O-].[Na+] (SDS), OCC(O)CO (glycerol), SC(C)O (mercaptoethanol). Run at time 5 minute. Yields the product CC(C)S[C@H]1[C@@H]([C@H]([C@H]([C@H](O1)CO)O)O)O (IPTG). As a reaction SMILES: C(O)[C:2](N)([CH2:5][OH:6])[CH2:3][OH:4].[OH:9][CH2:10][CH:11]([CH2:13][OH:14])[OH:12].[SH:15][CH:16](O)[CH3:17].[CH3:19]CCCCCCCCCCCOS([O-])(=O)=O.[Na+]>>[CH3:19][CH:16]([S:15][C@@H:10]1[O:9][C@H:2]([CH2:3][OH:4])[C@H:5]([OH:6])[C@H:13]([OH:14])[C@H:11]1[OH:12])[CH3:17] |f:3.4|. Reported procedure: Bacterial cells were harvested by centrifugation and resuspended in SDS sample buffer (0.0625M Tris, pH 6.8, 10% glycerol, 5% mercaptoethanol, 2.3% SDS). The resuspended pellet was boiled for 5 min. and then cleared of insoluble cellular debris by centrifugation. The supernatants obtained from IPTG-induced cultures of GE3-2, GE9-2, GE15-1, GE17-2, GE4-8, EXP3-7, GE1-N and GE57 were analyzed by SDS-polyacrylamide gel electrophoresis (PAGE) together with uninduced lysates. The proteins from these ... Yields the product CC(C)(C)OC(=O)N1CCC(Oc2cccc([N+](=O)[O-])c2)C1. As a reaction SMILES: [C:3](=[O:4])([O:5][C:6]([CH3:7])([CH3:8])[CH3:9])[N:10]1[CH2:11][CH:12]([OH:15])[CH2:13][CH2:14]1.[CH3:26][S:27]([CH3:28])=[O:29].[F:16][c:17]1[cH:18][c:19]([N+:23](=[O:24])[O-:25])[cH:20][cH:21][cH:22]1.[H-:2].[Na+:1]>>[C:3](=[O:4])([O:5][C:6]([CH3:7])([CH3:8])[CH3:9])[N:10]1[CH2:11][CH:12]([O:15][c:17]2[cH:18][c:19]([N+:23](=[O:24])[O-:25])[cH:20][cH:21][cH:22]2)[CH2:13][CH2:14]1. The reactants are CC(C)(C)OC(=O)N1CCC(O)C1, CS(C)=O, O=[N+]([O-])c1cccc(F)c1, [H-], [Na+].